From a dataset of the Open Reaction Database (ORD), a public repository of structured organic reaction records. describe an organic reaction: reactants, conditions, products, and yield Starting materials: C(C)C=1C=C(C=CC1)N(C#N)C (m-ethylphenyl-N-methylcyanamide), Cl.NC1=CC=CC2=CC=CC=C12 (1-aminonaphthalene hydrochloride). Run in ClCCl (dichloromethane). Reaction conditions: time 3 hour. Product: Cl.C1(=CC=CC2=CC=CC=C12)NC(=N)N(C)C1=CC(=CC=C1)CC (N-(1-naphthyl)-N'-(m-ethylphenyl)-N'-methylguanidine hydrochloride). Isolated yield 36.5%. RXN SMILES: [CH2:1]([C:3]1[CH:4]=[C:5]([N:9]([CH3:12])[C:10]#[N:11])[CH:6]=[CH:7][CH:8]=1)[CH3:2].[ClH:13].[NH2:14][C:15]1[C:24]2[C:19](=[CH:20][CH:21]=[CH:22][CH:23]=2)[CH:18]=[CH:17][CH:16]=1>ClCCl>[ClH:13].[C:15]1([NH:14][C:10]([N:9]([C:5]2[CH:6]=[CH:7][CH:8]=[C:3]([CH2:1][CH3:2])[CH:4]=2)[CH3:12])=[NH:11])[C:24]2[C:19](=[CH:20][CH:21]=[CH:22][CH:23]=2)[CH:18]=[CH:17][CH:16]=1 |f:1.2,4.5|. Reported procedure: A mixture of m-ethylphenyl-N-methylcyanamide (520 mg, 3.25 mmol) and 1-aminonaphthalene hydrochloride (508 mg, 3.25 mmol) was placed in a preheated oil bath at 160° C. for 3 hours and then allowed to cool to room temperature. The resulting solid was taken into dichloromethane and washed with 10% NAOH solution. The organic layer was concentrated and the resulting residue was dissolved in abs. ETOH (2 ml) and treated with dil. HCl. It was concentrated and the solid was twice recrystallized from ab... Reactants: CN1CCOCC1, CC(N)C(=O)OC(C)(C)C, CCN=C=NCCCN(C)C, CC(C)(C)OC(=O)NC(Cc1cn(CC(Cl)(C(=O)c2ccc(Cl)cc2Cl)c2ccccc2)cn1)C(=O)O, ClCCl, Cl, Cl, O, On1nnc2ccccc21. The product is CC(NC(=O)C(Cc1cn(CC(Cl)(C(=O)c2ccc(Cl)cc2Cl)c2ccccc2)cn1)NC(=O)OC(C)(C)C)C(=O)OC(C)(C)C. As a reaction SMILES: [CH3:38][N:39]1[CH2:40][CH2:41][O:42][CH2:43][CH2:44]1.[CH3:57][C:58]([CH3:59])([CH3:60])[O:61][C:62]([CH:63]([NH2:64])[CH3:65])=[O:66].[CH3:68][N:69]([CH3:70])[CH2:71][CH2:72][CH2:73][N:74]=[C:75]=[N:76][CH2:77][CH3:78].[Cl:1][C:2]([CH2:3][n:4]1[cH:5][c:6]([CH2:7][CH:8]([NH:9][C:10](=[O:11])[O:12][C:13]([CH3:14])([CH3:15])[CH3:16])[C:17](=[O:18])[OH:19])[n:20][cH:21]1)([C:22](=[O:23])[c:24]1[c:25]([Cl:31])[cH:26][c:27]([Cl:30])[cH:28][cH:29]1)[c:32]1[cH:33][cH:34][cH:35][cH:36][cH:37]1.[Cl:79][CH2:80][Cl:81].[ClH:56].[ClH:67].[OH2:45].[OH:46][n:47]1[c:48]2[cH:49][cH:50][cH:51][cH:52][c:53]2[n:54][n:55]1>>[Cl:1][C:2]([CH2:3][n:4]1[cH:5][c:6]([CH2:7][CH:8]([NH:9][C:10](=[O:11])[O:12][C:13]([CH3:14])([CH3:15])[CH3:16])[C:17](=[O:19])[NH:64][CH:63]([C:62]([O:61][C:58]([CH3:57])([CH3:59])[CH3:60])=[O:66])[CH3:65])[n:20][cH:21]1)([C:22](=[O:23])[c:24]1[c:25]([Cl:31])[cH:26][c:27]([Cl:30])[cH:28][cH:29]1)[c:32]1[cH:33][cH:34][cH:35][cH:36][cH:37]1. Starting materials: ClB(Cl)Cl, CC(=O)[O-], COc1cccc(OCCCCC(=O)O)c1C=O, ClCCl, [Na+], O. Yields the product O=Cc1c(O)cccc1OCCCCC(=O)O. As a reaction SMILES: [B:19]([Cl:20])([Cl:21])[Cl:22].[CH3:24][C:25](=[O:26])[O-:27].[CH:1](=[O:2])[c:3]1[c:4]([O:5][CH2:6][CH2:7][CH2:8][CH2:9][C:10](=[O:11])[OH:12])[cH:13][cH:14][cH:15][c:16]1[O:17][CH3:18].[Cl:28][CH2:29][Cl:30].[Na+:23].[OH2:31]>>[CH:1](=[O:2])[c:3]1[c:4]([O:5][CH2:6][CH2:7][CH2:8][CH2:9][C:10](=[O:11])[OH:12])[cH:13][cH:14][cH:15][c:16]1[OH:17]. Run in CO (methanol). Starting materials: C(C)(C)(C)C1=C(N)C(=CC(=C1)S)C (2-tert-butyl-4-mercapto-6-methylaniline), C1(=CC=CC=C1)NC1=CC=CC=C1 (diphenylamine), C=O (formaldehyde), aqueous solution. Isolated yield 45.0%. Reported procedure: To a stirred solution of 4.5 g (23 mmol) of 2-tert-butyl-4-mercapto-6-methylaniline and 3.9 g (23 mmol) of diphenylamine in 30 mL of methanol at -5° C. is added 0.9 g (23 mmol) of formaldehyde as a 37% aqueous solution (1.9 mL). The reaction mixture is stirred for 72 hours at room temperature and then is heated for 5 hours at 50°-55° C. The solvent is removed in vacuo and the residue is purified by flash column chromatography (silica gel, 9:1, heptane:ethyl acetate eluent) to give 3.9 g (45%) of... Reaction SMILES: [C:1]([C:5]1[CH:11]=[C:10]([SH:12])[CH:9]=[C:8]([CH3:13])[C:6]=1[NH2:7])([CH3:4])([CH3:3])[CH3:2].[C:14]1([NH:20][C:21]2[CH:26]=[CH:25][CH:24]=[CH:23][CH:22]=2)[CH:19]=[CH:18][CH:17]=[CH:16][CH:15]=1.[CH2:27]=O>CO>[NH2:7][C:6]1[C:8]([CH3:13])=[CH:9][C:10]([S:12][CH2:27][N:20]([C:14]2[CH:15]=[CH:16][CH:17]=[CH:18][CH:19]=2)[C:21]2[CH:22]=[CH:23][CH:24]=[CH:25][CH:26]=2)=[CH:11][C:5]=1[C:1]([CH3:4])([CH3:3])[CH3:2]. Conditions: time 72 hour. The product is NC1=C(C=C(C=C1C)SCN(C1=CC=CC=C1)C1=CC=CC=C1)C(C)(C)C (N-(4-Amino-3-tert-butyl-5-methylphenylthio)methyl-N,N-diphenylamine). Reactants: C, COC(=O)c1cccc(C=CC#N)c1, CCO, [Pd]. Product: COC(=O)c1cccc(CCC#N)c1. Reaction SMILES: [C:18].[C:1](#[N:2])[CH:3]=[CH:4][c:5]1[cH:6][c:7]([C:8](=[O:9])[O:10][CH3:11])[cH:12][cH:13][cH:14]1.[CH3:15][CH2:16][OH:17].[Pd:19]>>[C:1](#[N:2])[CH2:3][CH2:4][c:5]1[cH:6][c:7]([C:8](=[O:9])[O:10][CH3:11])[cH:12][cH:13][cH:14]1. The reactants are O=C([O-])[O-], CCOC(=O)c1cc2ccc(Cl)nc2n1C(C)CNC(=O)OC(C)(C)C, CCOC(C)=O, ClCCl, [K+], [K+], O, O=C(O)C(F)(F)F. The product is CC1CNC(=O)c2cc3ccc(Cl)nc3n21. Reaction SMILES: [C:34](=[O:35])([O-:36])[O-:37].[CH2:1]([O:2][C:3]([c:6]1[cH:7][c:8]2[c:9]([n:10][c:11]([Cl:14])[cH:12][cH:13]2)[n:15]1[CH:16]([CH2:17][NH:18][C:19]([O:4][C:5]([CH3:21])([CH3:22])[CH3:23])=[O:20])[CH3:26])=[O:24])[CH3:25].[CH3:44][CH2:45][O:46][C:47](=[O:48])[CH3:49].[Cl:40][CH2:41][Cl:42].[K+:38].[K+:39].[OH2:43].[OH:27][C:28]([C:29]([F:30])([F:31])[F:32])=[O:33]>>[c:6]12[cH:7][c:8]3[c:9]([n:10][c:11]([Cl:14])[cH:12][cH:13]3)[n:15]1[CH:16]([CH3:26])[CH2:17][NH:18][C:19]2=[O:20]. Starting materials: C(C1=CC=CC=C1)OC(=O)NCC#CC=1C=CC(=NC1)C#CCNC(OCC1=CC=CC=C1)=O (Benzyl 3-[5-(3-{[(benzyloxy)carbonyl]amino}prop-1-ynyl)pyridin-2-yl]prop-2-ynylcarbamate), [H][H] (hydrogen), Pd Al2O3. Run in CO (methanol). The product is NCCCC=1C=CC(=NC1)CCCN (3-[5-(3-aminopropyl)pyridin-2-yl]propyl amine). The yield is 104.4%. Reaction SMILES: C(OC([NH:11][CH2:12][C:13]#[C:14][C:15]1[CH:16]=[CH:17][C:18]([C:21]#[C:22][CH2:23][NH:24]C(=O)OCC2C=CC=CC=2)=[N:19][CH:20]=1)=O)C1C=CC=CC=1.[H][H]>CO>[NH2:11][CH2:12][CH2:13][CH2:14][C:15]1[CH:16]=[CH:17][C:18]([CH2:21][CH2:22][CH2:23][NH2:24])=[N:19][CH:20]=1. Procedure: A solution of 2,5-di(3-benzyloxycarbonylaminoprop-1-ynyl)pyridine (8-1) (8.0 g) in methanol (160 mL) was hydrogenated under 20 psi of hydrogen gas pressure in the presence of 5%-Pd/Al2O3 (1.1 g) for 16 hours. The catalyst was filtered through Solka-flok and washed with methanol. The filtrate and wash were combined and concentrated under reduced pressure to give 12-1 (3.56 g) as a crystalline compound; m.p. 116-119° C. Reactants: BrCCCC=O (4-bromobutanal), C(CCO)O (1,3-propane diol), O.C1(=CC=C(C=C1)S(=O)(=O)O)C (p-toluenesulfonic acid monohydrate). The solvent is O1CCCC1 (tetrahydrofuran), O (water), C(C)OCC (diethyl ether). The product is BrCCCC1OCCCO1 (2-(3-Bromopropyl)-1,3-dioxane). RXN SMILES: [Br:1][CH2:2][CH2:3][CH2:4][CH:5]=[O:6].[CH2:7](O)[CH2:8][CH2:9][OH:10].O.C1(C)C=CC(S(O)(=O)=O)=CC=1>O1CCCC1.O.C(OCC)C>[Br:1][CH2:2][CH2:3][CH2:4][CH:5]1[O:10][CH2:9][CH2:8][CH2:7][O:6]1 |f:2.3|. Reported procedure: To a solution of 4-bromobutanal (prepared as described in J. Org. Chem., 1979, 44, 3230-3238: 450 mg, 2.98 mmol) in tetrahydrofuran (10 mL) at room temperature was added 1,3-propane diol (1.0 mL, 13.7 mmol) and p-toluenesulfonic acid monohydrate (50 mg, 0.26 mmol). The mixture was heated at reflux for 2 hours, cooled and suspended in a mixture of water and diethyl ether (200 mL of 1:1). The two layers were separated and the organic layer was dried over magnesium sulfate, filtered, and then conce...